From a dataset of the Open Reaction Database (ORD), a public repository of structured organic reaction records. describe an organic reaction: reactants, conditions, products, and yield The reactants are CC(C)(C)OC(=O)N1CCSC1C(=O)Nc1nc(-c2ccc(C(=O)NC3CC3)cc2)cs1, ClCCl, O=C(O)C(F)(F)F. The product is O=C(NC1CC1)c1ccc(-c2csc(NC(=O)C3NCCS3)n2)cc1. RXN SMILES: [C:1]([O:2][C:3](=[O:4])[N:8]1[CH:9]([C:13]([NH:14][c:15]2[s:16][cH:17][c:18](-[c:20]3[cH:21][cH:22][c:23]([C:26]([NH:27][CH:28]4[CH2:29][CH2:30]4)=[O:31])[cH:24][cH:25]3)[n:19]2)=[O:32])[S:10][CH2:11][CH2:12]1)([CH3:5])([CH3:6])[CH3:7].[Cl:33][CH2:34][Cl:35].[OH:36][C:37]([C:38]([F:39])([F:40])[F:41])=[O:42]>>[NH:8]1[CH:9]([C:13]([NH:14][c:15]2[s:16][cH:17][c:18](-[c:20]3[cH:21][cH:22][c:23]([C:26]([NH:27][CH:28]4[CH2:29][CH2:30]4)=[O:31])[cH:24][cH:25]3)[n:19]2)=[O:32])[S:10][CH2:11][CH2:12]1. The reactants are C1OC(CC[C@@H]2[C@H]3CC(O[C@H]3C[C@H]2O)=O)(CCCCC)OC1 ((1S,5R,6R,7R)-6-(3,3-ethylenedioxyoctyl)-7-hydroxy-2-oxabicyclo[3.3.0]octan-3-one), O1CCCC=C1 (dihydropyran), C1(=CC=C(C=C1)S(=O)(=O)O)C (p-toluenesulfonic acid), resultant mixture. Run in ClCCl (dichloromethane). The product is C1OC(CC[C@@H]2[C@H]3CC(O[C@H]3C[C@H]2OC2OCCCC2)=O)(CCCCC)OC1 ((1S,5R,6R,7R)-6-(3,3-ethylenedioxyoctyl)-7-tetrahydropyranyloxy-2-oxabicyclo[3.3.0]octan-3-one). RXN SMILES: [CH2:1]1[CH2:22][O:21][C:3]([CH2:16][CH2:17][CH2:18][CH2:19][CH3:20])([CH2:4][CH2:5][C@H:6]2[C@H:13]([OH:14])[CH2:12][C@H:11]3[C@@H:7]2[CH2:8][C:9](=[O:15])[O:10]3)[O:2]1.[O:23]1[CH:28]=[CH:27][CH2:26][CH2:25][CH2:24]1.C1(C)C=CC(S(O)(=O)=O)=CC=1>ClCCl>[CH2:1]1[CH2:22][O:21][C:3]([CH2:16][CH2:17][CH2:18][CH2:19][CH3:20])([CH2:4][CH2:5][C@H:6]2[C@H:13]([O:14][CH:24]3[CH2:25][CH2:26][CH2:27][CH2:28][O:23]3)[CH2:12][C@H:11]3[C@@H:7]2[CH2:8][C:9](=[O:15])[O:10]3)[O:2]1. Procedure: A solution of (1S,5R,6R,7R)-6-(3,3-ethylenedioxyoctyl)-7-hydroxy-2-oxabicyclo[3.3.0]octan-3-one (6a) (4.70 g) in dichloromethane (200 ml) was cooled on ice and dihydropyran (2.41 g) and p-toluenesulfonic acid (0.23 g) were added thereto and the resultant mixture was stirred for 1,5 hours. The crude product obtained by treating in the conventional manner was subjected to silica gel column chromatography to give the title compound (59). Reactants: C(=O)(OC(C)(C)C)N1[C@@H](CC1)COC=1C=NC=C(C1)Br (3-(1-BOC-2-(S)-azetidinylmethoxy)-5-bromopyridine), C(C=C)[Sn](CCCC)(CCCC)CCCC (allyltributyltin). The reagents and catalysts are [Pd].C1(=CC=CC=C1)P(C1=CC=CC=C1)C1=CC=CC=C1.C1(=CC=CC=C1)P(C1=CC=CC=C1)C1=CC=CC=C1.C1(=CC=CC=C1)P(C1=CC=CC=C1)C1=CC=CC=C1.C1(=CC=CC=C1)P(C1=CC=CC=C1)C1=CC=CC=C1 (tetrakis(triphenylphosphine) palladium). Solvent: C1(=CC=CC=C1)C (toluene). Yields the product C(C=C)C=1C=C(C=NC1)OC[C@H]1N(CC1)C(=O)OC(C)(C)C (5-Allyl-3-(1-BOC-2-(S)-azetidinylmethoxy)pyridine). Isolated yield 29.7%. Reaction SMILES: [C:1]([N:8]1[CH2:11][CH2:10][C@H:9]1[CH2:12][O:13][C:14]1[CH:15]=[N:16][CH:17]=[C:18](Br)[CH:19]=1)([O:3][C:4]([CH3:7])([CH3:6])[CH3:5])=[O:2].[CH2:21]([Sn](CCCC)(CCCC)CCCC)[CH:22]=[CH2:23]>C1(C)C=CC=CC=1.[Pd].C1(P(C2C=CC=CC=2)C2C=CC=CC=2)C=CC=CC=1.C1(P(C2C=CC=CC=2)C2C=CC=CC=2)C=CC=CC=1.C1(P(C2C=CC=CC=2)C2C=CC=CC=2)C=CC=CC=1.C1(P(C2C=CC=CC=2)C2C=CC=CC=2)C=CC=CC=1>[CH2:23]([C:18]1[CH:19]=[C:14]([O:13][CH2:12][C@@H:9]2[CH2:10][CH2:11][N:8]2[C:1]([O:3][C:4]([CH3:7])([CH3:6])[CH3:5])=[O:2])[CH:15]=[N:16][CH:17]=1)[CH:22]=[CH2:21] |f:3.4.5.6.7|. Reported procedure: 3-(1-BOC-2-(S)-azetidinylmethoxy)-5-bromopyridine (0.95 g, 2.77 mmol) in toluene (10 mL) was added tetrakis(triphenylphosphine) palladium (100 mg) and allyltributyltin (1.72 mL, 5.54 mmol). The mixture was stirred and refluxed for two days. Solvent was evaporated and the residue was chromatographed (silica gel; hexane/EtOAc, 5:1 to 1:1) to afford an oil (250 mg, 30%): 1H NMR (CDCl3, 300 MHz) δ 1.42 (s, 9H), 2.22-2.42 (m, 2H), 3.37 (d, 2H, J=7.0 Hz), 3.87-3.92 (m, 2H), 4.16 (m, 1H), 4.30 (m, 1H),... Starting materials: CCOC(=O)C(Cc1ccc(OCCc2nc(-c3ccccc3)oc2C)cc1)NC(C)=O, CO, N, [Na+], C1CCOC1, [OH-]. Yields the product CC(=O)NC(Cc1ccc(OCCc2nc(-c3ccccc3)oc2C)cc1)C(N)=O. RXN SMILES: [C:1]([CH3:2])(=[O:3])[NH:4][CH:5]([C:6](=[O:7])[O:8][CH2:9][CH3:10])[CH2:11][c:12]1[cH:13][cH:14][c:15]([O:18][CH2:19][CH2:20][c:21]2[n:22][c:23](-[c:27]3[cH:28][cH:29][cH:30][cH:31][cH:32]3)[o:24][c:25]2[CH3:26])[cH:16][cH:17]1.[CH3:41][OH:42].[NH3:33].[Na+:35].[O:36]1[CH2:37][CH2:38][CH2:39][CH2:40]1.[OH-:34]>>[C:1]([CH3:2])(=[O:3])[NH:4][CH:5]([C:6](=[O:7])[NH2:33])[CH2:11][c:12]1[cH:13][cH:14][c:15]([O:18][CH2:19][CH2:20][c:21]2[n:22][c:23](-[c:27]3[cH:28][cH:29][cH:30][cH:31][cH:32]3)[o:24][c:25]2[CH3:26])[cH:16][cH:17]1. The reactants are C1CCOC1, C1COCCO1, COC(=O)C(O)N1C(=O)C(NC(c2ccccc2)(c2ccccc2)c2ccccc2)C1SCC#Cc1ccccc1, O=S(Cl)Cl, c1ccncc1. The product is COC(=O)C(Cl)N1C(=O)C(NC(c2ccccc2)(c2ccccc2)c2ccccc2)C1SCC#Cc1ccccc1. RXN SMILES: [O:52]1[CH2:53][CH2:54][CH2:55][CH2:56]1.[O:57]1[CH2:58][CH2:59][O:60][CH2:61][CH2:62]1.[OH:1][CH:2]([C:3](=[O:4])[O:5][CH3:6])[N:7]1[C:8](=[O:41])[CH:9]([NH:21][C:22]([c:23]2[cH:24][cH:25][cH:26][cH:27][cH:28]2)([c:29]2[cH:30][cH:31][cH:32][cH:33][cH:34]2)[c:35]2[cH:36][cH:37][cH:38][cH:39][cH:40]2)[CH:10]1[S:11][CH2:12][C:13]#[C:14][c:15]1[cH:16][cH:17][cH:18][cH:19][cH:20]1.[S:48]([Cl:49])([Cl:50])=[O:51].[cH:42]1[cH:43][cH:44][n:45][cH:46][cH:47]1>>[CH:2]([C:3](=[O:4])[O:5][CH3:6])([N:7]1[C:8](=[O:41])[CH:9]([NH:21][C:22]([c:23]2[cH:24][cH:25][cH:26][cH:27][cH:28]2)([c:29]2[cH:30][cH:31][cH:32][cH:33][cH:34]2)[c:35]2[cH:36][cH:37][cH:38][cH:39][cH:40]2)[CH:10]1[S:11][CH2:12][C:13]#[C:14][c:15]1[cH:16][cH:17][cH:18][cH:19][cH:20]1)[Cl:50]. The reactants are BrC=1C=C2C(=C(C=NC2=CC1)C(=O)C1CC1)NC1=CC=C(CNC(OC(C)(C)C)=O)C=C1 (tert-butyl 4-[6-bromo-3-(cyclopropanecarbonyl)quinolin-4-ylamino]benzylcarbamate), ClC1=C(C(=CC(=C1)B1OC(C(O1)(C)C)(C)C)Cl)O (2,6-dichloro-4-(4,4,5,5-tetramethyl-1,3,2-dioxaborolan-2-yl)phenol). Product: C1(CC1)C(=O)C=1C=NC2=CC=C(C=C2C1NC1=CC=C(CNC(OC(C)(C)C)=O)C=C1)C1=CC(=C(C(=C1)Cl)O)Cl (tert-Butyl 4-[3-(cyclopropanecarbonyl)-6-(3,5-dichloro-4-hydroxyphenyl)quinolin-4-ylamino]benzylcarbamate). The yield is 99.0%. Reaction SMILES: Br[C:2]1[CH:3]=[C:4]2[C:9](=[CH:10][CH:11]=1)[N:8]=[CH:7][C:6]([C:12]([CH:14]1[CH2:16][CH2:15]1)=[O:13])=[C:5]2[NH:17][C:18]1[CH:32]=[CH:31][C:21]([CH2:22][NH:23][C:24](=[O:30])[O:25][C:26]([CH3:29])([CH3:28])[CH3:27])=[CH:20][CH:19]=1.[Cl:33][C:34]1[CH:39]=[C:38](B2OC(C)(C)C(C)(C)O2)[CH:37]=[C:36]([Cl:49])[C:35]=1[OH:50]>>[CH:14]1([C:12]([C:6]2[CH:7]=[N:8][C:9]3[C:4]([C:5]=2[NH:17][C:18]2[CH:32]=[CH:31][C:21]([CH2:22][NH:23][C:24](=[O:30])[O:25][C:26]([CH3:29])([CH3:28])[CH3:27])=[CH:20][CH:19]=2)=[CH:3][C:2]([C:38]2[CH:39]=[C:34]([Cl:33])[C:35]([OH:50])=[C:36]([Cl:49])[CH:37]=2)=[CH:11][CH:10]=3)=[O:13])[CH2:16][CH2:15]1. Reported procedure: Following general procedure F, tert-butyl 4-[6-bromo-3-(cyclopropanecarbonyl)quinolin-4-ylamino]benzylcarbamate (58 mg, 0.117 mmol) was reacted with 2,6-dichloro-4-(4,4,5,5-tetramethyl-1,3,2-dioxaborolan-2-yl)phenol (50 mg, 0.176 mmol) to afford the crude product (67 mg) as a yellow solid. Reactants: CCCCCC.C(CCC)[Li] (butyl lithium hexane), C(CC)C1=CC=C(C=C(Br)Br)C=C1 (4-propyl-β,β-dibromostyrene), O (water). Run in O1CCCC1 (tetrahydrofuran). Run at temperature -78 celsius, time 1 hour. Yields the product C(CC)C1=CC=C(C=C1)C#C (4-propylphenylacetylene). Yield: 27.3%. Reaction SMILES: [CH2:1]([C:4]1[CH:13]=[CH:12][C:7]([CH:8]=[C:9](Br)Br)=[CH:6][CH:5]=1)[CH2:2][CH3:3].CCCCCC.C([Li])CCC.O>O1CCCC1>[CH2:1]([C:4]1[CH:5]=[CH:6][C:7]([C:8]#[CH:9])=[CH:12][CH:13]=1)[CH2:2][CH3:3] |f:1.2|. Procedure details: Under nitrogen flow, the 27 g of 4-propyl-β,β-dibromostyrene was dissolved in 44 ml of tetrahydrofuran and cooled to -78° C. Two hundred ml of a butyl lithium hexane solution (1.6 mol/1 was added dropwise therein over a period of one hour. The solution was then agitated at room temperature for one and a half hours. After completion of the reaction, 200 ml of water was added. The crystals then were extracted with chloroform and washed three times with water. The remaining chloroform was distilled... The reactants are CC1N(CCCC1)CC1=CC=CC(=N1)NC(=O)NC=1N=C(SC1)C1=CC=NC=C1 (1-[6-(2-Methylpiperidin-1-ylmethyl)pyridin-2-yl]-3-(2-pyridin-4-yl-thiazol-4-yl)urea), Cl (HCl). The product is Cl.CC1N(CCCC1)CC1=CC=CC(=N1)NC(=O)NC=1N=C(SC1)C1=CC=NC=C1 (1-[6-(2-Methylpiperidin-1-ylmethyl)pyridin-2-yl]-3-(2-pyridin-4-yl-thiazol-4-yl)urea Hydrochloride). RXN SMILES: [CH3:1][CH:2]1[CH2:7][CH2:6][CH2:5][CH2:4][N:3]1[CH2:8][C:9]1[N:14]=[C:13]([NH:15][C:16]([NH:18][C:19]2[N:20]=[C:21]([C:24]3[CH:29]=[CH:28][N:27]=[CH:26][CH:25]=3)[S:22][CH:23]=2)=[O:17])[CH:12]=[CH:11][CH:10]=1.[ClH:30]>>[ClH:30].[CH3:1][CH:2]1[CH2:7][CH2:6][CH2:5][CH2:4][N:3]1[CH2:8][C:9]1[N:14]=[C:13]([NH:15][C:16]([NH:18][C:19]2[N:20]=[C:21]([C:24]3[CH:25]=[CH:26][N:27]=[CH:28][CH:29]=3)[S:22][CH:23]=2)=[O:17])[CH:12]=[CH:11][CH:10]=1 |f:2.3|. Procedure: 1-[6-(2-Methylpiperidin-1-ylmethyl)pyridin-2-yl]-3-(2-pyridin-4-yl-thiazol-4-yl)urea (70 mg, 0.171 mmol, Example 66) was treated with HCl (0.19 mL, 0.188 mmol, 1M in Et2O) to afford the title salt as a yellow solid.